From a dataset of the Open Reaction Database (ORD), a public repository of structured organic reaction records. describe an organic reaction: reactants, conditions, products, and yield Starting materials: O=C(C(CC(=O)O)C)C=1C=C2C(CC(N(C2=CC1)C)=O)(C)C (4-oxo-4-(1,4,4-trimethyl-2-oxo-1,2,3,4-tetrahydroquinolin-6-yl)-3-methylbutanoic acid), O.NN (hydrazine hydrate). Solvent: C(C)O (ethanol). Product: CC1CC(NN=C1C=1C=C2C(CC(N(C2=CC1)C)=O)(C)C)=O (6-(5-methyl-3-oxo-2,3,4,5-tetrahydropyridazin-6-yl)-1,4,4-trimethyl-1,2,3,4-tetrahydroquinolin-2-one). Isolated yield 76.5%. As a reaction SMILES: O=[C:2]([C:9]1[CH:10]=[C:11]2[C:16](=[CH:17][CH:18]=1)[N:15]([CH3:19])[C:14](=[O:20])[CH2:13][C:12]2([CH3:22])[CH3:21])[CH:3]([CH3:8])[CH2:4][C:5](O)=[O:6].O.[NH2:24][NH2:25]>C(O)C>[CH3:8][CH:3]1[C:2]([C:9]2[CH:10]=[C:11]3[C:16](=[CH:17][CH:18]=2)[N:15]([CH3:19])[C:14](=[O:20])[CH2:13][C:12]3([CH3:22])[CH3:21])=[N:25][NH:24][C:5](=[O:6])[CH2:4]1 |f:1.2|. Procedure details: A mixture of 20 g of 4-oxo-4-(1,4,4-trimethyl-2-oxo-1,2,3,4-tetrahydroquinolin-6-yl)-3-methylbutanoic acid, 10 g of hydrazine hydrate and 200 ml of ethanol was heated under reflux for one hour. After cooling, the precipitated crystals were filtered off and recrystallized from ethanol to give 15.1 g of 6-(5-methyl-3-oxo-2,3,4,5-tetrahydropyridazin-6-yl)-1,4,4-trimethyl-1,2,3,4-tetrahydroquinolin-2-one, melting at 238°-241° C.